This data is from the Open Reaction Database (ORD), a public repository of structured organic reaction records. The task is: describe an organic reaction: reactants, conditions, products, and yield Reactants: ClC1=CC=C(C=C1)C1=NOC(=C1CO)\C=C\C1=CC=CC=C1 ([3-(4-chloro-phenyl)-5-([E]-styryl)-isoxazol-4-yl]-methanol), ClC1=NC=C(C(=O)OC)C=C1 (methyl 6-chloronicotinate), [H-].[Na+] (sodium hydride). Run in C1CCOC1 (THF), C1CCOC1 (THF), C1CCOC1 (THF). Conditions: time 60 minute. Yields the product COC(C1=CN=C(C=C1)OCC=1C(=NOC1\C=C\C1=CC=CC=C1)C1=CC=C(C=C1)Cl)=O (6-[3-(4-Chloro-phenyl)-5-([E]-styryl)-isoxazol-4-ylmethoxy]-nicotinic acid methyl ester). Isolated yield 63.5%. As a reaction SMILES: [H-].[Na+].[Cl:3][C:4]1[CH:9]=[CH:8][C:7]([C:10]2[C:14]([CH2:15][OH:16])=[C:13](/[CH:17]=[CH:18]/[C:19]3[CH:24]=[CH:23][CH:22]=[CH:21][CH:20]=3)[O:12][N:11]=2)=[CH:6][CH:5]=1.Cl[C:26]1[CH:35]=[CH:34][C:29]([C:30]([O:32][CH3:33])=[O:31])=[CH:28][N:27]=1>C1COCC1>[CH3:33][O:32][C:30](=[O:31])[C:29]1[CH:34]=[CH:35][C:26]([O:16][CH2:15][C:14]2[C:10]([C:7]3[CH:6]=[CH:5][C:4]([Cl:3])=[CH:9][CH:8]=3)=[N:11][O:12][C:13]=2/[CH:17]=[CH:18]/[C:19]2[CH:20]=[CH:21][CH:22]=[CH:23][CH:24]=2)=[N:27][CH:28]=1 |f:0.1|. Procedure: To a suspension of sodium hydride (2.64 g, 60.5 mmol) in THF (100 mL) was added a solution of [3-(4-chloro-phenyl)-5-([E]-styryl)-isoxazol-4-yl]-methanol (17.2 g, 55.0 mmol) in THF (185 mL) at 0° C. The reaction mixture was stirred for 60 min at room temperature. A solution of methyl 6-chloronicotinate (10.6 g, 60.5 mmol) in THF (185 mL) was added at 0° C. The mixture was stirred at room temperature for 2 h and the product was extracted with ethyl acetate/aqueous ammonium chloride and ethyl acet... Reactants: O=C(c1ccc(Br)cc1)c1ccc(O)c(F)c1, C1CCOC1, CC1(C)CC(=O)CC(C)(C)C1, [K+], [K+], O=C([O-])[O-], [Zn]. Yields the product CC1(C)CC(=C(c2ccc(Br)cc2)c2ccc(O)c(F)c2)CC(C)(C)C1. Reaction SMILES: [Br:1][c:2]1[cH:3][cH:4][c:5]([C:8](=[O:9])[c:10]2[cH:11][c:12]([F:17])[c:13]([OH:16])[cH:14][cH:15]2)[cH:6][cH:7]1.[CH2:35]1[O:36][CH2:37][CH2:38][CH2:39]1.[CH3:18][C:19]1([CH3:28])[CH2:20][C:21](=[O:27])[CH2:22][C:23]([CH3:25])([CH3:26])[CH2:24]1.[K+:29].[K+:30].[O-:31][C:32]([O-:33])=[O:34].[Zn:40]>>[Br:1][c:2]1[cH:3][cH:4][c:5]([C:8]([c:10]2[cH:11][c:12]([F:17])[c:13]([OH:16])[cH:14][cH:15]2)=[C:21]2[CH2:20][C:19]([CH3:18])([CH3:28])[CH2:24][C:23]([CH3:25])([CH3:26])[CH2:22]2)[cH:6][cH:7]1. The reactants are C(=O)N1CCOCC1 (N-formylmorpholine), solution, [Li]CCCC (n-BuLi), ClC=1C=C(C=C(C1)F)C (3-chloro-5-fluorotoluene). Run in C1CCOC1 (THF), C1CCOC1 (THF). Reaction conditions: temperature -70 celsius, time 1 hour. Yields the product ClC1=C(C=O)C(=CC(=C1)C)F (2-chloro-6-fluoro-4-methylbenzaldehyde). Reaction SMILES: [Li]CCCC.[Cl:6][C:7]1[CH:8]=[C:9]([CH3:14])[CH:10]=[C:11]([F:13])[CH:12]=1.[CH:15](N1CCOCC1)=[O:16]>C1COCC1>[Cl:6][C:7]1[CH:8]=[C:9]([CH3:14])[CH:10]=[C:11]([F:13])[C:12]=1[CH:15]=[O:16]. Reported procedure: Under Ar, a 2.5M solution of n-BuLi (6.0 mL, 15.0 mmol) was added slowly to a solution of 3-chloro-5-fluorotoluene (2.0, 13.8 mmol) in THF (20 mL) cooled in a dry ice/acetone bath at approximately −70° C. After the addition was complete, the reaction was stirred for 1 h at approximately −70° C. and a solution of N-formylmorpholine (2.3 g, 2.0 mmol) in THF (10 mL) was added dropwise. After stirring for 10 min, the reaction was allowed to warm to rt with stirring over 1 h, then cooled to −30° C. a... Starting materials: C1CCOC1, CC(C)[N-]C(C)C, COc1cc(OC)nc(S(C)(=O)=O)n1, Cl, [Li+], O=C1OCc2cccnc21. The product is COc1cc(OC)nc(C2OC(=O)c3ncccc32)n1. As a reaction SMILES: [CH2:34]1[O:35][CH2:36][CH2:37][CH2:38]1.[CH3:12][CH:13]([N-:14][CH:15]([CH3:16])[CH3:17])[CH3:18].[CH3:19][S:20](=[O:21])(=[O:22])[c:23]1[n:24][c:25]([O:31][CH3:32])[cH:26][c:27]([O:29][CH3:30])[n:28]1.[ClH:33].[Li+:11].[n:1]1[c:2]2[c:3]([cH:4][cH:5][cH:6]1)[CH2:7][O:8][C:9]2=[O:10]>>[n:1]1[c:2]2[c:3]([cH:4][cH:5][cH:6]1)[CH:7]([c:23]1[n:24][c:25]([O:31][CH3:32])[cH:26][c:27]([O:29][CH3:30])[n:28]1)[O:8][C:9]2=[O:10]. Starting materials: CCOC(C)=O, CC(C)(C)OC(=O)N1CCC(Nc2ncc(CO)cc2Cl)C1, O=[Mn]=O. Product: CC(C)(C)OC(=O)N1CCC(Nc2ncc(C=O)cc2Cl)C1. RXN SMILES: [CH3:23][CH2:24][O:25][C:26]([CH3:27])=[O:28].[Cl:1][c:2]1[c:3]([NH:10][CH:11]2[CH2:12][N:13]([C:16](=[O:17])[O:18][C:19]([CH3:20])([CH3:21])[CH3:22])[CH2:14][CH2:15]2)[n:4][cH:5][c:6]([CH2:8][OH:9])[cH:7]1.[O:29]=[Mn:30]=[O:31]>>[Cl:1][c:2]1[c:3]([NH:10][CH:11]2[CH2:12][N:13]([C:16](=[O:17])[O:18][C:19]([CH3:20])([CH3:21])[CH3:22])[CH2:14][CH2:15]2)[n:4][cH:5][c:6]([CH:8]=[O:9])[cH:7]1.